From a dataset of the Open Reaction Database (ORD), a public repository of structured organic reaction records. describe an organic reaction: reactants, conditions, products, and yield Starting materials: c1(nc(nc(n1)F)F)F, n1c(nc2c(c1c1cnc(nc1)N)CCN2C1CC(C1)(F)F)N1CCOC[C@@H]1CO. The reagents and catalysts are c1ccc(cc1)-c2c3ccccc3cc4ccccc24 (9-Phenylanthracene). Solvent: CC#N (MeCN). Reaction conditions: temperature 25 celsius, time 18 hour. The product is Nc1ncc(cn1)c2nc(nc3N(CCc23)C4CC(F)(F)C4)N5CCOC[C@@H]5CF. Reaction SMILES: [F:1]c1nc(F)nc(F)n1.[NH2:2][c:3]1[n:8][cH:7][c:6]([c:9]2[c:17]([c:13]3[n:12][c:11]([N:24]4[C@@H:29]([CH2:30]O)[CH2:28][O:27][CH2:26][CH2:25]4)[n:10]2)[CH2:16][CH2:15][N:14]3[CH:18]5[CH2:23][C:20]([F:22])([F:21])[CH2:19]5)[cH:5][n:4]1>>[NH2:2][c:3]1[n:8][cH:7][c:6]([c:9]2[c:17]([c:13]3[n:12][c:11]([N:24]4[C@@H:29]([CH2:30][F:1])[CH2:28][O:27][CH2:26][CH2:25]4)[n:10]2)[CH2:16][CH2:15][N:14]3[CH:18]5[CH2:23][C:20]([F:22])([F:21])[CH2:19]5)[cH:5][n:4]1. Reactants: [Na+].C1(=CC=CC=C1)S(=O)[O-] (Benzenesulfinic acid sodium salt), C1(C=CCCC1)=O (cyclohexenone), Cl (hydrochloric acid). The solvent is O (water). Run at time 24 hour. Yields the product C1(=CC=CC=C1)S(=O)(=O)C1CC(CCC1)=O (3-(phenylsulfonyl)-cyclohexan-1-one). The yield is 97.0%. Reaction SMILES: [Na+].[C:2]1([S:8]([O-:10])=[O:9])[CH:7]=[CH:6][CH:5]=[CH:4][CH:3]=1.[C:11]1(=[O:17])[CH2:16][CH2:15][CH2:14][CH:13]=[CH:12]1.Cl>O>[C:2]1([S:8]([CH:13]2[CH2:14][CH2:15][CH2:16][C:11](=[O:17])[CH2:12]2)(=[O:10])=[O:9])[CH:7]=[CH:6][CH:5]=[CH:4][CH:3]=1 |f:0.1|. Procedure: Benzenesulfinic acid sodium salt (10.25 g) was added to a solution containing 5 ml of cyclohexenone and 30 ml of water, followed by the dropwise addition of 60 ml of 1N hydrochloric acid. The reaction mixture was stirred at room temperature for 24 hours. The crystals so precipitated were filtered and then washed with water, isopropanol and cold ethyl ether. After recrystallization from isopropanol, 5.74 g of 3-(phenylsulfonyl)-cyclohexan-1-one (m.p.: 83–85° C.) were obtained in the form of white... Reactants: ClC=1C=C2C=C(NC2=CC1Cl)C=CCO (3-(5,6-dichloroindol-2-yl)-2-propen-1-ol), C(C)OCC (diethyl ether), [Na+].[Cl-] (NaCl). Reported procedure: To a solution of (E) 3-(5,6-dichloroindol-2-yl)-2-propen-1-ol (23.8 g, 98.3 mmol) in diethyl ether (800 ml) activated MnO2 (71 g, 8.76 mol) and NaCl (60 g) were added and the resulting suspension stirred for one day at RT. It was then filtered on a Celite pad repeatedly washed with AcOEt and the organic phase dried (MgSO4) and evaporated to give 21.0 g of the title compound (87.5 mmol, yield 89.0%) that was used as such in the next step. Yields the product ClC=1C=C2C=C(NC2=CC1Cl)/C=C/C=O ((E)-3-(5,6-Dichloroindol-2-yl)-2-propenaldehyde). Reaction SMILES: [Cl:1][C:2]1[CH:3]=[C:4]2[C:8](=[CH:9][C:10]=1[Cl:11])[NH:7][C:6]([CH:12]=[CH:13][CH2:14][OH:15])=[CH:5]2.C(OCC)C.[Na+].[Cl-]>>[Cl:1][C:2]1[CH:3]=[C:4]2[C:8](=[CH:9][C:10]=1[Cl:11])[NH:7][C:6](/[CH:12]=[CH:13]/[CH:14]=[O:15])=[CH:5]2 |f:2.3|. Run at time 1 day. Yield: 89.0%. Procedure: (5Z)-5-({1-[4-Chloro-2-(trifluoromethyl)benzyl]-1H-indazol-5-yl}methylidene)-3-(1,2,4-oxadiazol-3-ylmethyl)-1,3-thiazolidine-2,4-dione was prepared from (5Z)-5-({1-[4-chloro-2-(trifluoromethyl)benzyl]-1H-indazol-5-yl}methylidene)-2,4-dioxo-1,3-thiazolidine (from Example 1) and 3-(chloromethyl)-1,2,4-oxadiazole following General Procedure H. The product is ClC1=CC(=C(CN2N=CC3=CC(=CC=C23)\C=C/2\C(N(C(S2)=O)CC2=NOC=N2)=O)C=C1)C(F)(F)F ((5Z)-5-({1-[4-Chloro-2-(trifluoromethyl)benzyl]-1H-indazol-5-yl}methylidene)-3-(1,2,4-oxadiazol-3-ylmethyl)-1,3-thiazolidine-2,4-dione). Reaction SMILES: [Cl:1][C:2]1[CH:25]=[CH:24][C:5]([CH2:6][N:7]2[C:15]3[C:10](=[CH:11][C:12](/[CH:16]=[C:17]4/[C:18](=[O:23])[NH:19][C:20](=[O:22])[S:21]/4)=[CH:13][CH:14]=3)[CH:9]=[N:8]2)=[C:4]([C:26]([F:29])([F:28])[F:27])[CH:3]=1.Cl[CH2:31][C:32]1[N:36]=[CH:35][O:34][N:33]=1>>[Cl:1][C:2]1[CH:25]=[CH:24][C:5]([CH2:6][N:7]2[C:15]3[C:10](=[CH:11][C:12](/[CH:16]=[C:17]4/[C:18](=[O:23])[N:19]([CH2:31][C:32]5[N:36]=[CH:35][O:34][N:33]=5)[C:20](=[O:22])[S:21]/4)=[CH:13][CH:14]=3)[CH:9]=[N:8]2)=[C:4]([C:26]([F:27])([F:29])[F:28])[CH:3]=1. Reactants: ClC1=CC(=C(CN2N=CC3=CC(=CC=C23)\C=C/2\C(NC(S2)=O)=O)C=C1)C(F)(F)F ((5Z)-5-({1-[4-chloro-2-(trifluoromethyl)benzyl]-1H-indazol-5-yl}methylidene)-2,4-dioxo-1,3-thiazolidine), ClCC1=NOC=N1 (3-(chloromethyl)-1,2,4-oxadiazole). The reactants are CNC1CC(COC)N(C)C1, CCSC1=NC(=O)C(=Cc2ccc3c(cnn3Cc3ccc(C(F)(F)F)cc3C(F)(F)F)c2)S1. Yields the product COCC1CC(N(C)C2=NC(=O)C(=Cc3ccc4c(cnn4Cc4ccc(C(F)(F)F)cc4C(F)(F)F)c3)S2)CN1C. RXN SMILES: [CH3:35][O:36][CH2:37][CH:38]1[CH2:39][CH:40]([NH:44][CH3:45])[CH2:41][N:42]1[CH3:43].[F:1][C:2]([c:3]1[c:4]([CH2:5][n:6]2[n:7][cH:8][c:9]3[cH:10][c:11]([CH:15]=[C:16]4[C:17](=[O:24])[N:18]=[C:19]([S:21][CH2:22][CH3:23])[S:20]4)[cH:12][cH:13][c:14]23)[cH:25][cH:26][c:27]([C:29]([F:30])([F:31])[F:32])[cH:28]1)([F:33])[F:34]>>[F:1][C:2]([c:3]1[c:4]([CH2:5][n:6]2[n:7][cH:8][c:9]3[cH:10][c:11]([CH:15]=[C:16]4[C:17](=[O:24])[N:18]=[C:19]([N:44]([CH:40]5[CH2:39][CH:38]([CH2:37][O:36][CH3:35])[N:42]([CH3:43])[CH2:41]5)[CH3:45])[S:20]4)[cH:12][cH:13][c:14]23)[cH:25][cH:26][c:27]([C:29]([F:30])([F:31])[F:32])[cH:28]1)([F:33])[F:34]. Starting materials: CS(C)=O, CN1CCCC1=O, CCN(C(C)C)C(C)C, Cc1nc(CCl)cs1, Cl, CC(CO)Nc1nc(S)nc2nc(N)sc12. The product is Cc1nc(CSc2nc(NC(C)CO)c3sc(N)nc3n2)cs1. Reaction SMILES: [CH3:35][S:36]([CH3:37])=[O:38].[CH3:39][N:40]1[CH2:41][CH2:42][CH2:43][C:44]1=[O:45].[CH:26]([N:27]([CH2:28][CH3:29])[CH:30]([CH3:31])[CH3:32])([CH3:33])[CH3:34].[Cl:18][CH2:19][c:20]1[n:21][c:22]([CH3:25])[s:23][cH:24]1.[ClH:17].[NH2:1][c:2]1[s:3][c:4]2[c:5]([n:6][c:7]([SH:15])[n:8][c:9]2[NH:10][CH:11]([CH2:12][OH:13])[CH3:14])[n:16]1>>[NH2:1][c:2]1[s:3][c:4]2[c:5]([n:6][c:7]([S:15][CH2:19][c:20]3[n:21][c:22]([CH3:25])[s:23][cH:24]3)[n:8][c:9]2[NH:10][CH:11]([CH2:12][OH:13])[CH3:14])[n:16]1.